Dataset: the Open Reaction Database (ORD), a public repository of structured organic reaction records. Task: describe an organic reaction: reactants, conditions, products, and yield The reactants are [Br-], C1CCOC1, CSC, C[Mg+], Cc1ccccc1, O=C(Cl)Oc1ccccc1, [Cu]I, [Na+], c1ccc(Oc2cccnc2)cc1, [OH-]. Product: Cc1ccncc1Oc1ccccc1. RXN SMILES: [Br-:27].[CH2:32]1[O:33][CH2:34][CH2:35][CH2:36]1.[CH3:14][S:15][CH3:16].[CH3:28][Mg+:29].[CH3:37][c:38]1[cH:39][cH:40][cH:41][cH:42][cH:43]1.[Cl:17][C:18]([O:19][c:20]1[cH:21][cH:22][cH:23][cH:24][cH:25]1)=[O:26].[Cu:44][I:45].[Na+:31].[O:1]([c:2]1[cH:3][cH:4][cH:5][cH:6][cH:7]1)[c:8]1[cH:9][n:10][cH:11][cH:12][cH:13]1.[OH-:30]>>[O:1]([c:2]1[cH:3][cH:4][cH:5][cH:6][cH:7]1)[c:8]1[cH:9][n:10][cH:11][cH:12][c:13]1[CH3:14]. Product: trichloromethane petroleum ether, IC(C#C)OC(CC1=CC=C(C=C1)O)=O (4-hydroxyphenylacetic acid iodopropargyl ester). The reactants are C(C)OCC (diethyl ether), Cl (hydrochloric acid), IC(C#C)OC(CC1=CC=C(C=C1)OC(C)=O)=O (4-acetoxyphenylacetic acid iodopropargyl ester), C(CCC)N (n-butylamine). Reaction SMILES: [I:1][CH:2]([O:5][C:6](=[O:18])[CH2:7][C:8]1[CH:13]=[CH:12][C:11]([O:14]C(=O)C)=[CH:10][CH:9]=1)[C:3]#[CH:4].C(N)CCC.C(OCC)C.Cl>O1CCOCC1>[I:1][CH:2]([O:5][C:6](=[O:18])[CH2:7][C:8]1[CH:9]=[CH:10][C:11]([OH:14])=[CH:12][CH:13]=1)[C:3]#[CH:4]. The solvent is O1CCOCC1 (dioxan). Procedure: At room temperature, 15 g (0.042 mole) of 4-acetoxyphenylacetic acid iodopropargyl ester (prepared according to B) and 3.1 g (0.042 mole) of n-butylamine was stirred in 15 ml dioxan for 18 hours. The reaction mixture was distributed between diethyl ether and 1N aqueous hydrochloric acid, the ether phase was dried over sodium sulfate and the solvent mixture was distilled off. Ray yield: 14.4 g. After chromatography on silica gel with trichloromethane/petroleum ether (4:1 parts by volume) as the e... Reactants: OC1CCN(CC1)C(=O)N1CC(CC(C1)C1=CC=C(C=C1)C(F)(F)F)C(=O)O (1-[(4-Hydroxypiperidin-1-yl)carbonyl]-5-[4-(trifluoromethyl)phenyl]piperidine-3-carboxylic acid), ON=C(CCOC)N (N′-Hydroxy-3-methoxypropanimidamide). Product: OC1CCN(CC1)C(=O)N1CC(CC(C1)C1=CC=C(C=C1)C(F)(F)F)C1=NC(=NO1)CCOC ((4-Hydroxypiperidin-1-yl) {3-[3-(2-methoxyethyl)-1,2,4-oxadiazol-5-yl]-5-[4-(trifluoromethyl)-phenyl]piperidin-1-yl}methanone). Isolated yield 18.3%. Reaction SMILES: [OH:1][CH:2]1[CH2:7][CH2:6][N:5]([C:8]([N:10]2[CH2:15][CH:14]([C:16]3[CH:21]=[CH:20][C:19]([C:22]([F:25])([F:24])[F:23])=[CH:18][CH:17]=3)[CH2:13][CH:12]([C:26]([OH:28])=O)[CH2:11]2)=[O:9])[CH2:4][CH2:3]1.O[N:30]=[C:31]([NH2:36])[CH2:32][CH2:33][O:34][CH3:35]>>[OH:1][CH:2]1[CH2:3][CH2:4][N:5]([C:8]([N:10]2[CH2:15][CH:14]([C:16]3[CH:17]=[CH:18][C:19]([C:22]([F:25])([F:24])[F:23])=[CH:20][CH:21]=3)[CH2:13][CH:12]([C:26]3[O:28][N:36]=[C:31]([CH2:32][CH2:33][O:34][CH3:35])[N:30]=3)[CH2:11]2)=[O:9])[CH2:6][CH2:7]1. Reported procedure: 250 mg (0.624 mmol) of 1-[(4-hydroxypiperidin-1-yl)carbonyl]-5-[4-(trifluoromethyl)phenyl]piperidine-3-carboxylic acid (Example 99A) and 108 mg (0.687 mmol, 75% pure) of N′-hydroxy-3-methoxypropanimidamide (Example 64A) were reacted according to the General Method 1. Enantiomer separation of the racemate according to Method 16D gave 56.0 mg of the title compound from Example 275 and 55.0 mg of the title compound from Example 276 (36% of theory). The reactants are COC=1C=C(C=C(C1OC)[N+](=O)[O-])C1=NOC(C1)(O)C=1C(=[N+](C=CC1)[O-])C(F)(F)F (3-(3-(3,4-dimethoxy-5-nitrophenyl)-5-hydroxy-4,5-dihydroisoxazol-5-yl)-2-(trifluoromethyl)pyridine 1-oxide), FC(C(=O)O)(F)F (trifluoroacetic acid). Solvent: C(C)(=O)OCC (ethyl acetate). Conditions: time 10 minute. The product is COC=1C=C(C=C(C1OC)[N+](=O)[O-])C1=NOC(=C1)C=1C(=[N+](C=CC1)[O-])C(F)(F)F (3-(3-(3,4-dimethoxy-5-nitrophenyl)isoxazol-5-yl)-2-(trifluoromethyl)pyridine 1-oxide). Reaction SMILES: [CH3:1][O:2][C:3]1[CH:4]=[C:5]([C:14]2[CH2:18][C:17]([C:20]3[C:21]([C:27]([F:30])([F:29])[F:28])=[N+:22]([O-:26])[CH:23]=[CH:24][CH:25]=3)(O)[O:16][N:15]=2)[CH:6]=[C:7]([N+:11]([O-:13])=[O:12])[C:8]=1[O:9][CH3:10].FC(F)(F)C(O)=O>C(OCC)(=O)C>[CH3:1][O:2][C:3]1[CH:4]=[C:5]([C:14]2[CH:18]=[C:17]([C:20]3[C:21]([C:27]([F:29])([F:30])[F:28])=[N+:22]([O-:26])[CH:23]=[CH:24][CH:25]=3)[O:16][N:15]=2)[CH:6]=[C:7]([N+:11]([O-:13])=[O:12])[C:8]=1[O:9][CH3:10]. Procedure details: 3-(3-(3,4-dimethoxy-5-nitrophenyl)-5-hydroxy-4,5-dihydroisoxazol-5-yl)-2-(trifluoromethyl)pyridine 1-oxide (2.14 g, 5 mmol) was heated in 20 mL of ethyl acetate to 70° C. To the resulting slurry was added trifluoroacetic acid (0.74 g, 6.5 mmol) dropwise. After 10 minutes, the reaction was evaporated to dryness and the residue was recrystallised from isopropanol to give 3-(3-(3,4-dimethoxy-5-nitrophenyl)isoxazol-5-yl)-2-(trifluoromethyl)pyridine 1-oxide, 1.27 g (62%). Starting materials: BrC1=C(C=NN1C1=C(C=C(C=C1Cl)C(F)(F)F)Cl)[N+](=O)[O-] (5-bromo-1-(2,6-dichloro-4-trifluoromethylphenyl)-4-nitro-pyrazole), COCCN (2-methoxyethylamine), O (water). Solvent: O1CCOCC1 (dioxane). Product: ClC1=C(C(=CC(=C1)C(F)(F)F)Cl)N1N=CC(=C1NCCOC)[N+](=O)[O-] (1-(2,6-dichloro-4-trifluoromethyl-phenyl)-5-(2-methoxyethylamino)-4-nitro-pyrazole). The yield is 55.1%. Reaction SMILES: Br[C:2]1[N:6]([C:7]2[C:12]([Cl:13])=[CH:11][C:10]([C:14]([F:17])([F:16])[F:15])=[CH:9][C:8]=2[Cl:18])[N:5]=[CH:4][C:3]=1[N+:19]([O-:21])=[O:20].[CH3:22][O:23][CH2:24][CH2:25][NH2:26].O>O1CCOCC1>[Cl:18][C:8]1[CH:9]=[C:10]([C:14]([F:17])([F:16])[F:15])[CH:11]=[C:12]([Cl:13])[C:7]=1[N:6]1[C:2]([NH:26][CH2:25][CH2:24][O:23][CH3:22])=[C:3]([N+:19]([O-:21])=[O:20])[CH:4]=[N:5]1. Reported procedure: 12.0 g (0.03 mole) of 5-bromo-1-(2,6-dichloro-4-trifluoromethylphenyl)-4-nitro-pyrazole and 10 g (0.13 mole) of 2-methoxyethylamine are stirred in 50 ml of dioxane at 50° C. to 60° C. for 12 hours. For working up, the cooled reaction mixture is poured into water and extracted several times with chloroform. The combined organic phases are washed with water, dried over sodium sulphate and concentrated in vacuo and the residue is crystallized with ligroin. 6.6 g (55% of theory) of 1-(2,6-dichloro-4...